This data is from the Open Reaction Database (ORD), a public repository of structured organic reaction records. The task is: describe an organic reaction: reactants, conditions, products, and yield Starting materials: CS(C)=O, [Cl-], COC(=O)C1=C(O)C(C)(c2ccc(Cl)c(C(F)(F)F)c2)CC(C(=O)OC)C1, [Na+], O. Product: COC(=O)C1CCC(=O)C(C)(c2ccc(Cl)c(C(F)(F)F)c2)C1. RXN SMILES: [CH3:31][S:32]([CH3:33])=[O:34].[Cl-:29].[Cl:1][c:2]1[c:3]([C:24]([F:25])([F:26])[F:27])[cH:4][c:5]([C:8]2([CH3:23])[C:9]([OH:22])=[C:10]([C:18]([O:19][CH3:20])=[O:21])[CH2:11][CH:12]([C:14](=[O:15])[O:16][CH3:17])[CH2:13]2)[cH:6][cH:7]1.[Na+:28].[OH2:30]>>[Cl:1][c:2]1[c:3]([C:24]([F:25])([F:26])[F:27])[cH:4][c:5]([C:8]2([CH3:23])[C:9](=[O:22])[CH2:10][CH2:11][CH:12]([C:14](=[O:15])[O:16][CH3:17])[CH2:13]2)[cH:6][cH:7]1.